From a dataset of the Open Reaction Database (ORD), a public repository of structured organic reaction records. describe an organic reaction: reactants, conditions, products, and yield The reactants are [H-].[Na+] (Sodium hydride), CN(C)C=O (DMF), OC=1C=C(C=CC1)[C@]12CCN(C[C@@H]2CC2=C(C1)N=C1C=CC=CC1=C2)C ((4aR, 12aR)-4a-(3-hydroxyphenyl)-2-methyl-1,2,3,4,4a,5,12,12a-octahydro-quinolino[2, 3-g]isoquinoline), C(C1=CC=CC=C1)Br (benzyl bromide), CN(C)C=O (DMF). Conditions: time 1 hour. The product is C(C1=CC=CC=C1)OCC1=CC=CC=C1 (benzyl ether). Procedure details: Sodium hydride (60%, 79.2 mg) and anhydrous DMF (1 ml) were added to a reactor. A solution of (4aR, 12aR)-4a-(3-hydroxyphenyl)-2-methyl-1,2,3,4,4a,5,12,12a-octahydro-quinolino[2, 3-g]isoquinoline (530 mg, 1.58 mmol) in anhydrous DMF (23 ml), and benzyl bromide (0.20 ml, 1.66 mmol) were added to the reactor, followed by stirring at room temperature for 1 hour. After reaction was completed, an aqueous saturated sodium bicarbonate solution (50 ml), distilled water (50 ml), and toluene (250 ml) were... RXN SMILES: [H-].[Na+].OC1C=C([C@]23CC4N=[C:21]5[C:26](=[CH:27]C=4C[C@H]2CN(C)CC3)[CH:25]=[CH:24][CH:23]=[CH:22]5)C=CC=1.[CH2:29](Br)[C:30]1[CH:35]=[CH:34][CH:33]=[CH:32][CH:31]=1.CN(C=[O:41])C>>[CH2:29]([O:41][CH2:27][C:26]1[CH:21]=[CH:22][CH:23]=[CH:24][CH:25]=1)[C:30]1[CH:35]=[CH:34][CH:33]=[CH:32][CH:31]=1 |f:0.1|. Procedure: To a solution of 2-(t-butylsulfonamido)thiophene (3.42 g, 15.6 mmol) in anhydrous THF coole to -78° C. under N2 was added 2.5M n-BuLi (15.6 mL, 2.5 equiv). The reaction was warmed to -20° C. over 3.5 h After stirring at -20° C. for an addional h, iodopentane (2.4 mL, 1.2 equiv) was added. The ice bath was removed and the reaction was stirred at rt overnight. The next day the reaction was quenched with sat'd NH4Cl solution and the THF was removed in vacuo. The residue was extracted with Et2O/EtOA... Reactants: C(C)(C)(C)S(=O)(=O)NC=1SC=CC1 (2-(t-butylsulfonamido)thiophene), [Li]CCCC (n-BuLi), ICCCCC (iodopentane). The product is C(CCCC)C=1SC(=CC1)NS(=O)(=O)C(C)(C)C (2-pentyl-5-(t-butylsulfonamido)thiophene). Reaction SMILES: [C:1]([S:5]([NH:8][C:9]1[S:10][CH:11]=[CH:12][CH:13]=1)(=[O:7])=[O:6])([CH3:4])([CH3:3])[CH3:2].[Li]CCCC.I[CH2:20][CH2:21][CH2:22][CH2:23][CH3:24]>C1COCC1>[CH2:20]([C:11]1[S:10][C:9]([NH:8][S:5]([C:1]([CH3:4])([CH3:2])[CH3:3])(=[O:7])=[O:6])=[CH:13][CH:12]=1)[CH2:21][CH2:22][CH2:23][CH3:24]. Solvent: C1CCOC1 (THF). Reaction conditions: temperature -20 celsius, time 8 hour. Yield: 60.0%. The reactants are CC(C)(C)OC(=O)N1CCN(c2ncc(S(=O)(=O)c3ccccc3)s2)CC1, Cl, C1COCCO1. Yields the product Cl, O=S(=O)(c1ccccc1)c1cnc(N2CCNCC2)s1. As a reaction SMILES: [C:1]([O:2][C:3](=[O:4])[N:8]1[CH2:9][CH2:10][N:11]([c:14]2[s:15][c:16]([S:19](=[O:20])(=[O:21])[c:22]3[cH:23][cH:24][cH:25][cH:26][cH:27]3)[cH:17][n:18]2)[CH2:12][CH2:13]1)([CH3:5])([CH3:6])[CH3:7].[ClH:28].[O:29]1[CH2:30][CH2:31][O:32][CH2:33][CH2:34]1>>[ClH:28].[NH:8]1[CH2:9][CH2:10][N:11]([c:14]2[s:15][c:16]([S:19](=[O:20])(=[O:21])[c:22]3[cH:23][cH:24][cH:25][cH:26][cH:27]3)[cH:17][n:18]2)[CH2:12][CH2:13]1.